Dataset: the Open Reaction Database (ORD), a public repository of structured organic reaction records. Task: describe an organic reaction: reactants, conditions, products, and yield Reactants: Cl.Cl.OC1=CC=C(C=2C(C3=C(C=CC(=C3C(C12)=O)NCCNCCO)NCCNCCO)=O)O (1,4-dihydroxy-5,8-bis[[2-(2-hydroxyethylamino)ethyl]amino]anthraquinone dihydrochloride), N (ammonia), N (ammonia). Run in CO (methanol). Product: OC1=CC=C(C=2C(C3=C(C=CC(=C3C(C12)=O)NCCNCCO)NCCNCCO)=O)O (1,4-dihydroxy-5,8-bis[[2-(2-hydroxyethylamino)ethyl]amino]anthraquinone). Yield: 88.9%. As a reaction SMILES: Cl.Cl.[OH:3][C:4]1[C:17]2[C:16](=[O:18])[C:15]3[C:10](=[C:11]([NH:26][CH2:27][CH2:28][NH:29][CH2:30][CH2:31][OH:32])[CH:12]=[CH:13][C:14]=3[NH:19][CH2:20][CH2:21][NH:22][CH2:23][CH2:24][OH:25])[C:9](=[O:33])[C:8]=2[C:7]([OH:34])=[CH:6][CH:5]=1.N>CO>[OH:34][C:7]1[C:8]2[C:9](=[O:33])[C:10]3[C:15](=[C:14]([NH:19][CH2:20][CH2:21][NH:22][CH2:23][CH2:24][OH:25])[CH:13]=[CH:12][C:11]=3[NH:26][CH2:27][CH2:28][NH:29][CH2:30][CH2:31][OH:32])[C:16](=[O:18])[C:17]=2[C:4]([OH:3])=[CH:5][CH:6]=1 |f:0.1.2|. Reported procedure: A mixture of 30.0 g of 1,4-dihydroxy-5,8-bis[[2-(2-hydroxyethylamino)ethyl]amino]anthraquinone dihydrochloride (prepared as described in Example 24 of U.S. Pat. No. 4,197,249) and 300 ml of methanol was chilled in an ice bath in a Dewar flask. The mixture was saturated with ammonia gas and was allowed to stand at 0° C. for one hour with the continuous slow addition of ammonia gas and with periodic stirring. The solid was collected by filtration and washed by slurrying with five 150 ml portions o... Starting materials: CCOC(=O)CC(=O)[O-], O=Cc1cc([N+](=O)[O-])ccc1Cl, c1ccncc1. Product: CCOC(=O)C=Cc1cc([N+](=O)[O-])ccc1Cl. As a reaction SMILES: [C:1]([CH2:2][C:3]([O-:4])=[O:5])(=[O:6])[O:7][CH2:8][CH3:9].[Cl:10][c:11]1[c:12]([CH:13]=[O:14])[cH:15][c:16]([N+:19](=[O:20])[O-:21])[cH:17][cH:18]1.[cH:22]1[cH:23][cH:24][n:25][cH:26][cH:27]1>>[C:1]([CH:2]=[CH:3][c:12]1[c:11]([Cl:10])[cH:18][cH:17][c:16]([N+:19](=[O:20])[O-:21])[cH:15]1)(=[O:6])[O:7][CH2:8][CH3:9].